From a dataset of the Open Reaction Database (ORD), a public repository of structured organic reaction records. describe an organic reaction: reactants, conditions, products, and yield Reactants: ClC1=NC=C(C=N1)C=1C=NC(=CC1)OCCCCCC (2-chloro-5-(6-hexyloxypyridin-3-yl)pyrimidine), FC1=C(C=CC(=C1F)CCCCCCCC)B(O)O (2,3-difluoro-4-octylphenylboronic acid), C([O-])([O-])=O.[Na+].[Na+] (sodium carbonate). Reagents/catalysts: C=1C=CC(=CC1)[P](C=2C=CC=CC2)(C=3C=CC=CC3)[Pd]([P](C=4C=CC=CC4)(C=5C=CC=CC5)C=6C=CC=CC6)([P](C=7C=CC=CC7)(C=8C=CC=CC8)C=9C=CC=CC9)[P](C=1C=CC=CC1)(C=1C=CC=CC1)C=1C=CC=CC1 (tetrakis(triphenylphosphine)palladium(0)). Solvent: C1(=CC=CC=C1)C (toluene), C(C)O (ethanol), O (water). Yields the product FC1=C(C=CC(=C1F)CCCCCCCC)C1=NC=C(C=N1)C=1C=NC(=CC1)OCCCCCC (2-(2,3-difluoro-4-octylphenyl)-5-(6-hexyloxypyridin-3-yl)pyrimidine). Isolated yield 39.0%. Reaction SMILES: Cl[C:2]1[N:7]=[CH:6][C:5]([C:8]2[CH:9]=[N:10][C:11]([O:14][CH2:15][CH2:16][CH2:17][CH2:18][CH2:19][CH3:20])=[CH:12][CH:13]=2)=[CH:4][N:3]=1.[F:21][C:22]1[C:27]([F:28])=[C:26]([CH2:29][CH2:30][CH2:31][CH2:32][CH2:33][CH2:34][CH2:35][CH3:36])[CH:25]=[CH:24][C:23]=1B(O)O.C(=O)([O-])[O-].[Na+].[Na+]>C1(C)C=CC=CC=1.C(O)C.O.C1C=CC([P]([Pd]([P](C2C=CC=CC=2)(C2C=CC=CC=2)C2C=CC=CC=2)([P](C2C=CC=CC=2)(C2C=CC=CC=2)C2C=CC=CC=2)[P](C2C=CC=CC=2)(C2C=CC=CC=2)C2C=CC=CC=2)(C2C=CC=CC=2)C2C=CC=CC=2)=CC=1>[F:21][C:22]1[C:27]([F:28])=[C:26]([CH2:29][CH2:30][CH2:31][CH2:32][CH2:33][CH2:34][CH2:35][CH3:36])[CH:25]=[CH:24][C:23]=1[C:2]1[N:7]=[CH:6][C:5]([C:8]2[CH:9]=[N:10][C:11]([O:14][CH2:15][CH2:16][CH2:17][CH2:18][CH2:19][CH3:20])=[CH:12][CH:13]=2)=[CH:4][N:3]=1 |f:2.3.4,^1:60,62,81,100|. Reported procedure: The reaction of 2.5 mmol of 2-chloro-5-(6-hexyloxypyridin-3-yl)pyrimidine, 2.5 mmol of 2,3-difluoro-4-octylphenylboronic acid, 5 mmol of sodium carbonate and 0.025 mmol of tetrakis(triphenylphosphine)palladium(0) in 8 ml of toluene, 4 ml of ethanol and 4 ml of water is carried out analogously to the procedure indicated for Example 1a). The crude product is separated off by column chromatography on silica gel 60 using dichloromethane/ethyl acetate 98:2 (v/v) as eluent and is recrystallized from a... The reactants are C(C)(C)C1=CC=C(C=C1)C1C2=C(OC13CCN(CC3)C)C(=C(C(=C2C)N)C)C (3-(4-isopropylphenyl)-1′,4,6,7-tetramethylspiro[benzofuran-2(3H),4′-piperidine]-5-amine), ClC1=CC=C(C(=O)Cl)C=C1 (4-chlorobenzoyl chloride). The solvent is CO (Methanol). The product is ClC1=CC=C(C(=O)NC=2C(=C(C3=C(C(C4(CCN(CC4)C)O3)C3=CC=C(C=C3)C(C)C)C2C)C)C)C=C1 (4-Chloro-N-[3-(4-isopropylphenyl)-1′,4,6,7-tetramethylspiro[benzofuran-2(3H),4′-piperidine]-5-yl]benzamide). Yield: 58.0%. As a reaction SMILES: [CH:1]([C:4]1[CH:9]=[CH:8][C:7]([CH:10]2[C:14]3([CH2:19][CH2:18][N:17]([CH3:20])[CH2:16][CH2:15]3)[O:13][C:12]3[C:21]([CH3:28])=[C:22]([CH3:27])[C:23]([NH2:26])=[C:24]([CH3:25])[C:11]2=3)=[CH:6][CH:5]=1)([CH3:3])[CH3:2].[Cl:29][C:30]1[CH:38]=[CH:37][C:33]([C:34](Cl)=[O:35])=[CH:32][CH:31]=1>CO>[Cl:29][C:30]1[CH:38]=[CH:37][C:33]([C:34]([NH:26][C:23]2[C:22]([CH3:27])=[C:21]([CH3:28])[C:12]3[O:13][C:14]4([CH2:19][CH2:18][N:17]([CH3:20])[CH2:16][CH2:15]4)[CH:10]([C:7]4[CH:6]=[CH:5][C:4]([CH:1]([CH3:3])[CH3:2])=[CH:9][CH:8]=4)[C:11]=3[C:24]=2[CH3:25])=[O:35])=[CH:32][CH:31]=1. Procedure: By using 3-(4-isopropylphenyl)-1′,4,6,7-tetramethylspiro[benzofuran-2(3H),4′-piperidine]-5-amine and 4-chlorobenzoyl chloride, the title compound was synthesized according to Example 1b. Yield: 58%. Melting point: 293-295° C. (Methanol). Starting materials: CS(C)=O, CCOC(C)=O, C[S+](C)(C)=O, [H-], [H][H], [I-], [Na+], O, O=CCCc1ccccc1. Yields the product c1ccc(CCC2CO2)cc1. RXN SMILES: [CH3:21][S:22]([CH3:23])=[O:24].[CH3:26][CH2:27][O:28][C:29](=[O:30])[CH3:31].[CH3:2][S+:3]([CH3:4])([CH3:5])=[O:6].[H-:7].[H:9][H:10].[I-:1].[Na+:8].[OH2:25].[c:11]1([CH2:17][CH2:18][CH:19]=[O:20])[cH:12][cH:13][cH:14][cH:15][cH:16]1>>[CH2:2]1[CH:19]([CH2:18][CH2:17][c:11]2[cH:12][cH:13][cH:14][cH:15][cH:16]2)[O:20]1. Reactants: Cl (HCl), C(=O)C1=CC=2C=3C=CC=CC3C=CC2C=2OC(=CC21)C(=O)OCC (Ethyl 11-formyl-phenanthro[1,2-b]furan-2-carboxylate), solution, C1CCOC1 (THF). The solvent is O (H2O). Yields the product C=1C2=C(OC1)C=1C=CC=3C=CC=CC3C1C=C2C=O (phenanthro[1,2-b]furan-11-carbaldehyde). Yield: 37.0%. As a reaction SMILES: [CH:1]([C:3]1[C:19]2[CH:18]=[C:17](C(OCC)=O)[O:16][C:15]=2[C:14]2[CH:13]=[CH:12][C:11]3[CH:10]=[CH:9][CH:8]=[CH:7][C:6]=3[C:5]=2[CH:4]=1)=[O:2].C1COCC1.Cl>O>[CH:18]1[C:19]2[C:3]([CH:1]=[O:2])=[CH:4][C:5]3[C:6]4[CH:7]=[CH:8][CH:9]=[CH:10][C:11]=4[CH:12]=[CH:13][C:14]=3[C:15]=2[O:16][CH:17]=1. Procedure: To a RB flask equipped with a magnetic stirring bar, condenser, and N2 inlet line with bubbler was added ethyl 11-formyl-phenanthro[1,2-b]furan-2-carboxylate (15A, 2.5 g, 7.8 mmol), 1NaOH solution (25 mL), THF (50 mL) and H2O (25 mL). The mixture was refluxed for 2 h until it became homogeneous. The mixture was acidified with 1N HCl and the solvent removed by rotary evaporaton. The crude solid was then heated to 150° with copper powder (0.9 g) and quinoline and (Aldrich, 25 mL) for 1 h. The reac...